Dataset: the Open Reaction Database (ORD), a public repository of structured organic reaction records. Task: describe an organic reaction: reactants, conditions, products, and yield Reactants: C(#N)C1=NC=C(C=C1)CNCCCN (N-(2-cyano-5-pyridylmethyl)trimethylenediamine), [N+](=O)([O-])C=C(SC)SC (1-nitro-2,2-bis(methylthio)ethylene). The solvent is C(C)O (ethanol). The product is C(#N)C1=NC=C(C=C1)CN1C(NCCC1)=C[N+](=O)[O-] (1-(2-cyano-5-pyridylmethyl)-2-(nitromethylene)tetrahydropyrimidine). The yield is 63.7%. Reaction SMILES: [C:1]([C:3]1[CH:8]=[CH:7][C:6]([CH2:9][NH:10][CH2:11][CH2:12][CH2:13][NH2:14])=[CH:5][N:4]=1)#[N:2].[N+:15]([CH:18]=[C:19](SC)SC)([O-:17])=[O:16]>C(O)C>[C:1]([C:3]1[CH:8]=[CH:7][C:6]([CH2:9][N:10]2[CH2:11][CH2:12][CH2:13][NH:14][C:19]2=[CH:18][N+:15]([O-:17])=[O:16])=[CH:5][N:4]=1)#[N:2]. Reported procedure: A mixture of N-(2-cyano-5-pyridylmethyl)trimethylenediamine (1.9 g), 1-nitro-2,2-bis(methylthio)ethylene (1.6 g) and ethanol (30 ml) was refluxed for 5 hours with stirring. The reaction mixture was cooled to room temperature. The precipitated crystals were collected by filtration, and washed with ethanol to give pale yellow 1-(2-cyano-5-pyridylmethyl)-2-(nitromethylene)tetrahydropyrimidine (1.6 g). mp. 214°-216° C. The reactants are C#C[Mg+], C1CCOC1, [Cl-], COc1ccc(C=O)cc1O. Yields the product C#CC(O)c1ccc(OC)c(O)c1. As a reaction SMILES: [C:13](#[CH:14])[Mg+:15].[CH2:16]1[O:17][CH2:18][CH2:19][CH2:20]1.[Cl-:12].[OH:1][c:2]1[cH:3][c:4]([CH:5]=[O:6])[cH:7][cH:8][c:9]1[O:10][CH3:11]>>[OH:1][c:2]1[cH:3][c:4]([CH:5]([OH:6])[C:13]#[CH:14])[cH:7][cH:8][c:9]1[O:10][CH3:11]. The reactants are ClC=1C=CC=2N(N1)C(=NN2)CNC2=CC=NC1=CC(=CN=C21)OC (N-((6-chloro-[1,2,4]triazolo[4,3-b]pyridazin-3-yl)methyl)-7-methoxy-1,5-naphthyridin-4-amine), N1N=CC(=C1)B(O)O (1H-pyrazol-4-ylboronic acid), CN(C)C=O (DMF), C([O-])([O-])=O.[K+].[K+] (potassium carbonate), O (water), PdCl2(dppf)-CH2Cl2Adduct. Product: N1N=CC(=C1)C=1C=CC=2N(N1)C(=NN2)CNC2=CC=NC1=CC(=CN=C21)OC (N-((6-(1H-pyrazol-4-yl)-[1,2,4]triazolo[4,3-b]pyridazin-3-yl)methyl)-7-methoxy-1,5-naphthyridin-4-amine). Reaction SMILES: Cl[C:2]1[CH:3]=[CH:4][C:5]2[N:6]([C:8]([CH2:11][NH:12][C:13]3[C:22]4[C:17](=[CH:18][C:19]([O:23][CH3:24])=[CH:20][N:21]=4)[N:16]=[CH:15][CH:14]=3)=[N:9][N:10]=2)[N:7]=1.[NH:25]1[CH:29]=[C:28](B(O)O)[CH:27]=[N:26]1.CN(C=O)C.C(=O)([O-])[O-].[K+].[K+].O>>[NH:25]1[CH:29]=[C:28]([C:2]2[CH:3]=[CH:4][C:5]3[N:6]([C:8]([CH2:11][NH:12][C:13]4[C:22]5[C:17](=[CH:18][C:19]([O:23][CH3:24])=[CH:20][N:21]=5)[N:16]=[CH:15][CH:14]=4)=[N:9][N:10]=3)[N:7]=2)[CH:27]=[N:26]1 |f:3.4.5|. Procedure: A 48 mL sealed tube was charged with N-((6-chloro-[1,2,4]triazolo[4,3-b]pyridazin-3-yl)methyl)-7-methoxy-1,5-naphthyridin-4-amine (0.150 g, 0.439 mmol), 1H-pyrazol-4-ylboronic acid (0.0737 g, 0.658 mmol), and DMF (3.00 ml, 38.6 mmol). A solution of potassium carbonate (0.182 g, 1.32 mmol) and water (0.696 ml, 38.6 mmol) was added, followed by PdCl2(dppf)-CH2Cl2Adduct (0.0358 g, 0.0439 mmol). The tube was flushed with argon, sealed, then placed in a 90° C. oil bath for 5 hours. The mixture was co... Reactants: O=C([O-])O, ClCCl, [Na+], O=[N+]([O-])O, CC(C)(C)OC(=O)N1CCc2ccc(O)cc2CC1. Yields the product CC(C)(C)OC(=O)N1CCc2cc(O)c([N+](=O)[O-])cc2CC1. As a reaction SMILES: [C:24](=[O:25])([OH:26])[O-:27].[Cl:29][CH2:30][Cl:31].[Na+:28].[OH:1][N+:2]([O-:3])=[O:4].[OH:5][c:6]1[cH:7][c:8]2[c:9]([cH:22][cH:23]1)[CH2:10][CH2:11][N:12]([C:15](=[O:16])[O:17][C:18]([CH3:19])([CH3:20])[CH3:21])[CH2:13][CH2:14]2>>[O-:1][N+:2](=[O:4])[c:23]1[c:6]([OH:5])[cH:7][c:8]2[c:9]([cH:22]1)[CH2:10][CH2:11][N:12]([C:15](=[O:16])[O:17][C:18]([CH3:19])([CH3:20])[CH3:21])[CH2:13][CH2:14]2. Reactants: COC=1C=C2C(=CC=NC2=CC1OC)SC=1SC(=CC1)[N+](=O)[O-] (6,7-dimethoxy-4-(5-nitrothiophen-2-ylsulfanyl)quinoline), O (water), [Cl-].[NH4+] (ammonium chloride), C(C)O (ethanol). The reagents and catalysts are [Fe] (iron). The solvent is C(C)(=O)OCC (ethyl acetate), CCCCCC (hexane). Conditions: temperature 80 celsius, time 5 minute. Product: COC=1C=C2C(=CC=NC2=CC1OC)SC1=CC=C(S1)N (5-(6,7-Dimethoxyquinolin-4-ylsulfanyl)thiophen-2-ylamine). The yield is 138.5%. RXN SMILES: [CH3:1][O:2][C:3]1[CH:4]=[C:5]2[C:10](=[CH:11][C:12]=1[O:13][CH3:14])[N:9]=[CH:8][CH:7]=[C:6]2[S:15][C:16]1[S:17][C:18]([N+:21]([O-])=O)=[CH:19][CH:20]=1.[Cl-].[NH4+].C(O)C.O>[Fe].CCCCCC.C(OCC)(=O)C>[CH3:1][O:2][C:3]1[CH:4]=[C:5]2[C:10](=[CH:11][C:12]=1[O:13][CH3:14])[N:9]=[CH:8][CH:7]=[C:6]2[S:15][C:16]1[S:17][C:18]([NH2:21])=[CH:19][CH:20]=1 |f:1.2|. Procedure: After suspending 6,7-dimethoxy-4-(5-nitrothiophen-2-ylsulfanyl)quinoline (1.39 g, 4.00 mmol), iron (1.12 g, 20.0 mmol) and ammonium chloride (2.18 g, 40.0 mmol) in an ethanol (32 ml)-water (8 ml) mixed solvent, the suspension was heated and stirred at 80° C. for 5 minutes. After completion of the reaction, the reaction mixture was filtered with celite and washed in ethyl acetate. The organic layer was washed with water and saturated saline and dried over anhydrous magnesium sulfate, the drying a...